This data is from the Open Reaction Database (ORD), a public repository of structured organic reaction records. The task is: describe an organic reaction: reactants, conditions, products, and yield Starting materials: BrC=1SC(=CC1)CC1=CC=C(C=C1)F (2-bromo-5-(4-fluorophenylmethyl)thiophene), BrC=1OC(=CC1)CC1=CC=C(C=C1)F (2-bromo-5-(4-fluorophenylmethyl)furan). Yields the product FC1=CC=C(C=C1)CC1=CC=C(S1)C#CC(C)O (4-[5-(4-fluorophenylmethyl)-2-thienyl]-3-butyn-2-ol). The yield is 71.0%. Reaction SMILES: Br[C:2]1[S:3][C:4]([CH2:7][C:8]2[CH:13]=[CH:12][C:11]([F:14])=[CH:10][CH:9]=2)=[CH:5][CH:6]=1.BrC1[O:17][C:18]([CH2:21]C2C=CC(F)=CC=2)=[CH:19][CH:20]=1>>[F:14][C:11]1[CH:12]=[CH:13][C:8]([CH2:7][C:4]2[S:3][C:2]([C:20]#[C:19][CH:18]([OH:17])[CH3:21])=[CH:6][CH:5]=2)=[CH:9][CH:10]=1. Procedure: 4-[5-(4-fluorophenylmethyl)-2-thienyl]-3-butyn-2-ol (9.16 g, 71%) was prepared according to the method of Example 1, step 3, except substituting 2-bromo-5-(4-fluorophenylmethyl)thiophene (13.3 g, 49.0 mmol), prepared as in step 2, for 2-bromo-5-(4-fluorophenylmethyl)furan. Reactants: [Br-], C[Mg+], CCOCC, O=Cc1ccc(F)cc1Cl. The product is CC(O)c1ccc(F)cc1Cl. Reaction SMILES: [Br-:11].[CH3:12][Mg+:13].[CH3:14][CH2:15][O:16][CH2:17][CH3:18].[Cl:1][c:2]1[c:3]([CH:4]=[O:5])[cH:6][cH:7][c:8]([F:10])[cH:9]1>>[Cl:1][c:2]1[c:3]([CH:4]([OH:5])[CH3:12])[cH:6][cH:7][c:8]([F:10])[cH:9]1. Starting materials: ClC=1C=C(C=C(C1C#N)F)C1=NN(C=C1)C[C@H](C)NC(=O)C=1N=C(N(C1)COCC[Si](C)(C)C)C(=O)O ((S)-4-((1-(3-(3-chloro-4-cyano-5-fluorophenyl)-1H-pyrazol-1-yl)propan-2-yl)carbamoyl)-1-((2-(trimethylsilyl)ethoxy)methyl)-1H-imidazole-2-carboxylic acid), CNC (N,N-dimethylamine). Product: ClC=1C=C(C=C(C1C#N)F)C1=NN(C=C1)C[C@H](C)NC(=O)C=1N=C(N(C1)COCC[Si](C)(C)C)C(=O)N(C)C ((S)—N4-(1-(3-(3-Chloro-4-cyano-5-fluorophenyl)-1H-pyrazol-1-yl)propan-2-yl)-N2,N2-dimethyl-1-((2-(trimethylsilyl)ethoxy)methyl)-1H-imidazole-2,4-dicarboxamide). Reaction SMILES: [Cl:1][C:2]1[CH:3]=[C:4]([C:11]2[CH:15]=[CH:14][N:13]([CH2:16][C@@H:17]([NH:19][C:20]([C:22]3[N:23]=[C:24]([C:35]([OH:37])=O)[N:25]([CH2:27][O:28][CH2:29][CH2:30][Si:31]([CH3:34])([CH3:33])[CH3:32])[CH:26]=3)=[O:21])[CH3:18])[N:12]=2)[CH:5]=[C:6]([F:10])[C:7]=1[C:8]#[N:9].[CH3:38][NH:39][CH3:40]>>[Cl:1][C:2]1[CH:3]=[C:4]([C:11]2[CH:15]=[CH:14][N:13]([CH2:16][C@@H:17]([NH:19][C:20]([C:22]3[N:23]=[C:24]([C:35]([N:39]([CH3:40])[CH3:38])=[O:37])[N:25]([CH2:27][O:28][CH2:29][CH2:30][Si:31]([CH3:34])([CH3:32])[CH3:33])[CH:26]=3)=[O:21])[CH3:18])[N:12]=2)[CH:5]=[C:6]([F:10])[C:7]=1[C:8]#[N:9]. Procedure details: The title compound was prepared using the procedure described in Example 32(e) starting from (S)-4-((1-(3-(3-chloro-4-cyano-5-fluorophenyl)-1H-pyrazol-1-yl)propan-2-yl)carbamoyl)-1-((2-(trimethylsilyl)ethoxy)methyl)-1H-imidazole-2-carboxylic acid (0.549 mmol, 300 mg) and N,N-dimethylamine (0.824 mmol, 37 mg). The product was purified by flash-chromatography. Yield 207 mg. 1H-NMR (400 MHz; CDCl3): δ −0.01 (s, 9H), 0.91 (t, 2H), 1.26 (d, 3H), 3.11 (s, 3H), 3.26 (s, 3H), 3.54 (t, 2H), 4.31-4.42 (m,... Run in C1CCOC1 (THF), [Cl-].[Na+].O (brine). Product: C(C)(C)(C)OC(=O)N1N=C(C2=CC=C(C=C12)O)C1CC1 (Tert-butyl6-hydroxy-3-cyclopropylindazole-1-carboxylate). Conditions: time 0.5 hour. Procedure: Tert-butyl6-(tert-butyldiphenylsilyloxy)-3-cyclopropylindazole-1-carboxylate (5.08 g) which can be prepared according to the method described in Reference example 6, etc. was dissolved in THF (53 mL; manufactured by Kanto Chemical Co., Inc.), and added with 1 mol/L-TBAF-THF solution (19.82 mL), followed by stirring at room temperature for 0.5 hours. To the reaction solution, water and brine were added and extraction was carried out three times with ethyl acetate. The organic layer was washed wat... Reaction SMILES: [C:1]([O:5][C:6]([N:8]1[C:16]2[C:11](=[CH:12][CH:13]=[C:14]([O:17][Si](C(C)(C)C)(C3C=CC=CC=3)C3C=CC=CC=3)[CH:15]=2)[C:10]([CH:35]2[CH2:37][CH2:36]2)=[N:9]1)=[O:7])([CH3:4])([CH3:3])[CH3:2].CCCC[N+](CCCC)(CCCC)CCCC.[F-].C1COCC1.O>C1COCC1.[Cl-].[Na+].O>[C:1]([O:5][C:6]([N:8]1[C:16]2[C:11](=[CH:12][CH:13]=[C:14]([OH:17])[CH:15]=2)[C:10]([CH:35]2[CH2:36][CH2:37]2)=[N:9]1)=[O:7])([CH3:4])([CH3:2])[CH3:3] |f:1.2.3,6.7.8|. Starting materials: C(C)(C)(C)OC(=O)N1N=C(C2=CC=C(C=C12)O[Si](C1=CC=CC=C1)(C1=CC=CC=C1)C(C)(C)C)C1CC1 (Tert-butyl6-(tert-butyldiphenylsilyloxy)-3-cyclopropylindazole-1-carboxylate), CCCC[N+](CCCC)(CCCC)CCCC.[F-].C1CCOC1 (TBAF THF), O (water). Isolated yield 93.5%. Reactants: C(#N)CC(=O)OCC (ethyl cyanoacetate), C(=O)C1=CC2=CC=CC=C2C2=C1OC1(C=N2)N(C2=CC=CC=C2C1(C)C)C (5'-Formyl-1,3,3-trimethylspiro[indoline-2,3'-[3H]-naphtho[2,1-b][1,4]oxazine]). The reagents and catalysts are N1CCCCC1 (piperidine). The solvent is C(C)O (ethanol). Conditions: temperature 60 celsius. Product: C(#N)C(=CC1=CC2=CC=CC=C2C2=C1OC1(C=N2)N(C2=CC=CC=C2C1(C)C)C)C(=O)OCC (5'-(2-Cyano-2-ethoxycarbonylvinyl)-1,3,3-trimethylspiro-[indoline-2,3'-[3H]-naphtho[2,1-b][1,4]oxazine]). Reaction SMILES: [C:1]([CH2:3][C:4]([O:6][CH2:7][CH3:8])=[O:5])#[N:2].[CH:9]([C:11]1[C:20]2[O:21][C:22]3([C:32]([CH3:34])([CH3:33])[C:31]4[C:26](=[CH:27][CH:28]=[CH:29][CH:30]=4)[N:25]3[CH3:35])[CH:23]=[N:24][C:19]=2[C:18]2[C:13](=[CH:14][CH:15]=[CH:16][CH:17]=2)[CH:12]=1)=O>N1CCCCC1.C(O)C>[C:1]([C:3]([C:4]([O:6][CH2:7][CH3:8])=[O:5])=[CH:9][C:11]1[C:20]2[O:21][C:22]3([C:32]([CH3:33])([CH3:34])[C:31]4[C:26](=[CH:27][CH:28]=[CH:29][CH:30]=4)[N:25]3[CH3:35])[CH:23]=[N:24][C:19]=2[C:18]2[C:13](=[CH:14][CH:15]=[CH:16][CH:17]=2)[CH:12]=1)#[N:2]. Reported procedure: To a solution of 0.18 g (1.5 mmol) of ethyl cyanoacetate in a minimum quantity of ethanol are added 0.36 g (1 mmol) of the product of Example 1 and then two drops of piperidine. The mixture is heated at 60° C. until a precipitate appears. The precipitate obtained is filtered off, washed with ethanol and dried. Reactants: O=C([O-])O, CC(=O)OC(C)=O, O=CO, CNc1ccccc1C(=O)CCl, ClCCl, [Na+], O. Product: CN(C=O)c1ccccc1C(=O)CCl. RXN SMILES: [C:23](=[O:24])([OH:25])[O-:26].[CH3:4][C:5]([O:6][C:7](=[O:8])[CH3:9])=[O:10].[CH:1](=[O:2])[OH:3].[Cl:11][CH2:12][C:13](=[O:14])[c:15]1[c:16]([NH:21][CH3:22])[cH:17][cH:18][cH:19][cH:20]1.[Cl:28][CH2:29][Cl:30].[Na+:27].[OH2:31]>>[CH:1](=[O:3])[N:21]([c:16]1[c:15]([C:13]([CH2:12][Cl:11])=[O:14])[cH:20][cH:19][cH:18][cH:17]1)[CH3:22]. The reactants are C(C)(=O)OCC=1C=CC=C2CCN(CC12)C(=O)OC(C)(C)C (tert-Butyl 8-(acetoxymethyl)-3,4-dihydroisoquinoline-2(1H)-carboxylate), C(=O)(C(F)(F)F)O (TFA). The solvent is C(Cl)Cl (DCM). Run at time 30 minute. Yields the product C(C)(=O)OCC=1C=CC=C2CCNCC12 ((1,2,3,4-Tetrahydroisoquinolin-8-yl)methyl acetate). Reaction SMILES: [C:1]([O:4][CH2:5][C:6]1[CH:7]=[CH:8][CH:9]=[C:10]2[C:15]=1[CH2:14][N:13](C(OC(C)(C)C)=O)[CH2:12][CH2:11]2)(=[O:3])[CH3:2].C(O)(C(F)(F)F)=O>C(Cl)Cl>[C:1]([O:4][CH2:5][C:6]1[CH:7]=[CH:8][CH:9]=[C:10]2[C:15]=1[CH2:14][NH:13][CH2:12][CH2:11]2)(=[O:3])[CH3:2]. Reported procedure: In a 10 dram vial, added 7-1 (292.5 mg, 0.958 mmol) to DCM (3831 μl) and TFA (958 μl). After 30 min at RT, concentrated to give a clear, colorless oil. Carried crude material forward to subsequent step. Reactants: N(N)C1=CC(N(C(N1CC=1C=NC=CC1)=O)CCC)=O (6-hydrazino-1-(3-pyridylmethyl)-3-propyluracil), CN=C=S (methyl isothiocyanate), CO (methanol). Run in CN(C)C=O (DMF). Run at time 14 hour. Yields the product CNC1=NNC=2N(C(N(C(C21)=O)CCC)=O)CC=2C=NC=CC2 (3-Methylamino-7-(3-pyridylmethyl)-5-propylpyrazolo[3,4-d]pyrimidine-4,6(5H,7H)-dione). As a reaction SMILES: [NH:1]([C:3]1[N:8]([CH2:9][C:10]2[CH:11]=[N:12][CH:13]=[CH:14][CH:15]=2)[C:7](=[O:16])[N:6]([CH2:17][CH2:18][CH3:19])[C:5](=[O:20])[CH:4]=1)[NH2:2].[CH3:21][N:22]=[C:23]=S.CO>CN(C=O)C>[CH3:21][NH:22][C:23]1[C:4]2[C:5](=[O:20])[N:6]([CH2:17][CH2:18][CH3:19])[C:7](=[O:16])[N:8]([CH2:9][C:10]3[CH:11]=[N:12][CH:13]=[CH:14][CH:15]=3)[C:3]=2[NH:1][N:2]=1. Reported procedure: A solution of 6-hydrazino-1-(3-pyridylmethyl)-3-propyluracil (0.7 g, 2.66 mM) and methyl isothiocyanate (0.7 ml, 10.3 mM) in DMF (10 ml) was heated at 90° C. for 14 hours and then at 110° C. for 14 hours. To the reaction solution was added 50% methanol (10 ml) and the mixture was cooled to give crystals. Recrystallization from DMF/ethanol/water afforded colorless needles (0.5 g, 60%), m.p. >300° C. Reactants: C1(=CC=C(C=C1)COC1=CC=C(C=C1)CCCOC1=C(C(=O)O)C=C(C=C1)C(=O)OCC)C1=CC=CC=C1 (2-{3-[4-(1,1′-biphenyl-4-yl-methoxy)phenyl]propoxy}-5-(ethoxycarbonyl)benzoic acid), Cl.N[C@@H]1C[C@@H](CC1)C(=O)OC (methyl (1R,3S)-3-aminocyclopentanecarboxylate hydrochloride). Yields the product C1(=CC=C(C=C1)COC1=CC=C(C=C1)CCCOC1=C(C=C(C(=O)OCC)C=C1)C(=O)N[C@@H]1C[C@@H](CC1)C(=O)OC)C1=CC=CC=C1 (Ethyl 4-{3-[4-(biphenyl-4-ylmethoxy)phenyl]propoxy}-3-({[(1S,3R)-3-(methoxycarbonyl)cyclopentyl]amino}carbonyl)benzoate). As a reaction SMILES: [C:1]1([C:33]2[CH:38]=[CH:37][CH:36]=[CH:35][CH:34]=2)[CH:6]=[CH:5][C:4]([CH2:7][O:8][C:9]2[CH:14]=[CH:13][C:12]([CH2:15][CH2:16][CH2:17][O:18][C:19]3[CH:27]=[CH:26][C:25]([C:28]([O:30][CH2:31][CH3:32])=[O:29])=[CH:24][C:20]=3[C:21](O)=[O:22])=[CH:11][CH:10]=2)=[CH:3][CH:2]=1.Cl.[NH2:40][C@H:41]1[CH2:45][CH2:44][C@@H:43]([C:46]([O:48][CH3:49])=[O:47])[CH2:42]1>>[C:1]1([C:33]2[CH:34]=[CH:35][CH:36]=[CH:37][CH:38]=2)[CH:2]=[CH:3][C:4]([CH2:7][O:8][C:9]2[CH:10]=[CH:11][C:12]([CH2:15][CH2:16][CH2:17][O:18][C:19]3[CH:27]=[CH:26][C:25]([C:28]([O:30][CH2:31][CH3:32])=[O:29])=[CH:24][C:20]=3[C:21]([NH:40][C@H:41]3[CH2:45][CH2:44][C@@H:43]([C:46]([O:48][CH3:49])=[O:47])[CH2:42]3)=[O:22])=[CH:13][CH:14]=2)=[CH:5][CH:6]=1 |f:1.2|. Reported procedure: Preparation takes place in analogy to Example 5 from 2-{3-[4-(1,1′-biphenyl-4-yl-methoxy)phenyl]propoxy}-5-(ethoxycarbonyl)benzoic acid and methyl (1R,3S)-3-aminocyclopentanecarboxylate hydrochloride.